This data is from the Open Reaction Database (ORD), a public repository of structured organic reaction records. The task is: describe an organic reaction: reactants, conditions, products, and yield The reactants are bis(1,2:5,6-di-O-isopropylidene-α-L-glucofuranos-3-O-yl)cyclopentadienyltitanium chloride, O=C(C(C=O)(C)C)[C@@H]([C@H]([C@H](CC=C)C)OC(=O)OCC(Cl)(Cl)Cl)C ((4R,5S,6S)-3-oxo-5-(2,2,2-trichloroethoxycarbonyloxy)-2,2,4,6-tetramethyl-8-nonenal), O (water), C(C)(=O)OC(C)(C)C (Tert-butyl acetate), C(C)(C)[N-]C(C)C.[Li+] (lithium diisopropylamide). The solvent is CCOCC (ether), CCOCC (ether), C1CCOC1 (THF), CCOCC (ether). Run at temperature -30 celsius, time 1 hour. The product is O=C(C([C@H](CC(=O)OC(C)(C)C)O)(C)C)[C@@H]([C@H]([C@H](CC=C)C)OC(=O)OCC(Cl)(Cl)Cl)C (tert-butyl (3S,6R,7S,8S)-5-oxo-3-hydroxy-4,4,6,8-tetramethyl-7-(2,2,2-trichloroethoxycarbonyloxy)-10-undecenoate). RXN SMILES: [C:1]([O:4][C:5]([CH3:8])([CH3:7])[CH3:6])(=[O:3])[CH3:2].C([N-]C(C)C)(C)C.[Li+].[O:17]=[C:18]([C@H:24]([CH3:40])[C@@H:25]([O:31][C:32]([O:34][CH2:35][C:36]([Cl:39])([Cl:38])[Cl:37])=[O:33])[C@@H:26]([CH3:30])[CH2:27][CH:28]=[CH2:29])[C:19]([CH3:23])([CH3:22])[CH:20]=[O:21].O>CCOCC.C1COCC1>[O:17]=[C:18]([C@H:24]([CH3:40])[C@@H:25]([O:31][C:32]([O:34][CH2:35][C:36]([Cl:37])([Cl:38])[Cl:39])=[O:33])[C@@H:26]([CH3:30])[CH2:27][CH:28]=[CH2:29])[C:19]([CH3:23])([CH3:22])[C@@H:20]([OH:21])[CH2:2][C:1]([O:4][C:5]([CH3:8])([CH3:7])[CH3:6])=[O:3] |f:1.2|. Reported procedure: Tert-butyl acetate (0.865 mL) is added to a solution of lithium diisopropylamide (7.52 mmol) in 30 mL of ether at −78° C., and the mixture is stirred for 1 hour. A solution of bis(1,2:5,6-di-O-isopropylidene-α-L-glucofuranos-3-O-yl)cyclopentadienyltitanium chloride (8.34 mmol) in 90 mL of ether is added dropwise over 40 minutes, and the reaction is stirred for an additional 30 minutes at −78° C., warmed to −30° C. and kept for 45 minutes, then recooled to −78° C. A solution of (4R,5S,6S)-3-oxo-5...